From a dataset of the Open Reaction Database (ORD), a public repository of structured organic reaction records. describe an organic reaction: reactants, conditions, products, and yield The reactants are [Cl-].[Al+3].[Cl-].[Cl-] (aluminum chloride), O (water), ClCCC(=O)Cl (3-chloropropionyl chloride), Cl.C(C1=CC=CC=C1)C=1C=NC=CC1 (3-benzylpyridine hydrochloride). Solvent: C(Cl)Cl (methylene chloride). Reported procedure: In 15 ml of methylene chloride was suspended 8.1 g of anhydrous aluminum chloride, and 3.0 ml of 3-chloropropionyl chloride was added to the suspension with ice-cooling, after which 5.0 g of 3-benzylpyridine hydrochloride was added in small portions to the resulting mixture over 30 minutes. The resulting mixture was subjected to reaction at room temperature for one hour, and then the reaction mixture was added to 30 ml of iced water. The crystals thus precipitated were collected by filtration, a... Product: ClCCC(=O)C1=CC=C(CC=2C=NC=CC2)C=C1 (3-[p-(3-chloropropionyl)benzyl]pyridine). Isolated yield 86.6%. Reaction SMILES: [Cl-].[Al+3].[Cl-].[Cl-].[Cl:5][CH2:6][CH2:7][C:8](Cl)=[O:9].Cl.[CH2:12]([C:19]1[CH:20]=[N:21][CH:22]=[CH:23][CH:24]=1)[C:13]1[CH:18]=[CH:17][CH:16]=[CH:15][CH:14]=1.O>C(Cl)Cl>[Cl:5][CH2:6][CH2:7][C:8]([C:16]1[CH:17]=[CH:18][C:13]([CH2:12][C:19]2[CH:20]=[N:21][CH:22]=[CH:23][CH:24]=2)=[CH:14][CH:15]=1)=[O:9] |f:0.1.2.3,5.6|. Reactants: CC(C)(C)n1ccc(C=O)c1, CC1=CN=C(C=C1)N, [C-]#[N+]C1CCCCC1. Reagents/catalysts: O=C(O)C(F)(F)F (trifluoroacetic acid). The solvent is CC(C)O (isopropyl alcohol), CC(C)O (isopropylalcohol). Reaction conditions: temperature 22 celsius, time 20 hour. The product is Cc1ccc2nc(c3ccn(c3)C(C)(C)C)c(NC3CCCCC3)n2c1. The yield is 37.2%. Reaction SMILES: CC1=CC=C(N)N=C1.[C-]#[N+]C1CCCCC1.CC(C)(C)N1C=CC(C=O)=C1>>CC1=CN2C(C=C1)=NC(C1=CN(C=C1)C(C)(C)C)=C2NC1CCCCC1. Reactants: O.O.O.O.[Mn](=O)(Cl)Cl (manganous chloride tetrahydrate), Cl (hydrochloric acid), O (water), NC(=O)N (urea), O (water). The product is O.[Mn](=O)(Cl)Cl.NC(=O)N (Manganous Chloride Hydrate Urea). As a reaction SMILES: O.O.O.O.[Mn:5]([Cl:8])([Cl:7])=[O:6].[NH2:9][C:10]([NH2:12])=[O:11].O.Cl>>[OH2:6].[Mn:5]([Cl:8])([Cl:7])=[O:6].[NH2:9][C:10]([NH2:12])=[O:11] |f:0.1.2.3.4,8.9.10|. Reported procedure: In a 10 liter kettle is added 1005 g. (5.08 mole) manganous chloride tetrahydrate, 3600 g. (60.0 moles) urea, and 1800 g. (100 moles) water and warmed to 35° C. with stirring to dissolve to a clear pink solution of pH 7.3. To this is added 168 g. (1.68 mole) 36.5% hydrochloric acid and 233 g. (12.9 moles) water to yield 6806 g. of solution of pH 1.5. Reactants: IC1=C(C(=O)OC)C=CC=C1[N+](=O)[O-] (methyl 2-iodo-3-nitrobenzoate). Reagents/catalysts: [Ni] (Raney nickel). Solvent: C(C)(=O)OCC (ethyl acetate). Yields the product NC=1C(=C(C(=O)OC)C=CC1)I (methyl 3-amino-2-iodobenzoate). Yield: 86.3%. As a reaction SMILES: [I:1][C:2]1[C:11]([N+:12]([O-])=O)=[CH:10][CH:9]=[CH:8][C:3]=1[C:4]([O:6][CH3:7])=[O:5]>[Ni].C(OCC)(=O)C>[NH2:12][C:11]1[C:2]([I:1])=[C:3]([CH:8]=[CH:9][CH:10]=1)[C:4]([O:6][CH3:7])=[O:5]. Procedure: A mixture of methyl 2-iodo-3-nitrobenzoate (77.0 g, 251 mmol) and a catalytic amount of Raney nickel in ethyl acetate (100 mL) was stirred under hydrogen atmosphere at room temperature for 2 days, and filtered through celite. The solvent was evaporated under reduced pressure. The residue was purified by silica gel column chromatography (ethyl acetate/hexane=1/10) to give the title compound (60.0 g, yield 86%). Starting materials: BrC1=CC=C(C=C1)C1=NC(=CC=C1)C#N (2-(p-bromophenyl)-6-cyano pyridine), B.CSC (borane dimethylsulfide). Run in O1CCCC1 (tetrahydrofuran), O1CCCC1 (tetrahydrofuran). Product: NCC1=NC(=CC=C1)C1=CC=C(C=C1)Br (2-aminomethyl-6-(p-bromophenyl)pyridine). RXN SMILES: [Br:1][C:2]1[CH:7]=[CH:6][C:5]([C:8]2[CH:13]=[CH:12][CH:11]=[C:10]([C:14]#[N:15])[N:9]=2)=[CH:4][CH:3]=1.B.CSC>O1CCCC1>[NH2:15][CH2:14][C:10]1[CH:11]=[CH:12][CH:13]=[C:8]([C:5]2[CH:4]=[CH:3][C:2]([Br:1])=[CH:7][CH:6]=2)[N:9]=1 |f:1.2|. Procedure details: To a refluxing solution of 1.6 g of 2-(p-bromophenyl)-6-cyano pyridine in 8 ml of tetrahydrofuran is added slowly a solution of 0.92 ml of borane-dimethylsulfide in 6 ml. of tetrahydrofuran. Dimethyl sulfide is simultaneously removed by distillation through a 10 cm vigreux column. The mixture is refluxed for 15 minutes after the addition is complete, cooled to 30°, and 6 ml of 6N hydrochloric acid is added. After hydrogen evolution has ceased, the reaction is refluxed for 30 minutes, cooled to 0... Reactants: O (water), COC1=CC2=C(C=3C(=C4C=CC(=CC4=CC3)OC)C(OC2)C2=CC=C(OCCN3CCCCC3)C=C2)C=C1 (1-{2-[4-(2,8-dimethoxy-11,13-dihydro-12-oxa-benzo[3,4]cyclohepta[1,2-a]naphthalen-11-yl)-phenoxy]-ethyl}-piperidine), C(C)S.[Na] (sodium ethanethiol), C(C)S.[Na] (sodium ethanethiol), Cl (HCl). The solvent is C(C)(=O)OCC (ethyl acetate), CN(C)C=O (DMF). Product: Cl.N1(CCCCC1)CCOC1=CC=C(C=C1)C1OCC2=C(C=3C1=C1C=CC(=CC1=CC3)O)C=CC(=C2)O (11-[4-(2-Piperidin-1-yl-ethoxy)-phenyl]-11,13-dihydro-12-oxa-benzo[3,4]cyclohepta[1,2-a]naphthalene-2,8-diolhydrochloride salt). As a reaction SMILES: C[O:2][C:3]1[CH:38]=[CH:37][C:6]2[C:7]3[C:8]([CH:19]([C:22]4[CH:36]=[CH:35][C:25]([O:26][CH2:27][CH2:28][N:29]5[CH2:34][CH2:33][CH2:32][CH2:31][CH2:30]5)=[CH:24][CH:23]=4)[O:20][CH2:21][C:5]=2[CH:4]=1)=[C:9]1[C:14](=[CH:15][CH:16]=3)[CH:13]=[C:12]([O:17]C)[CH:11]=[CH:10]1.C(S)C.[Na].O.[ClH:44]>CN(C=O)C.C(OCC)(=O)C>[ClH:44].[N:29]1([CH2:28][CH2:27][O:26][C:25]2[CH:24]=[CH:23][C:22]([CH:19]3[C:8]4=[C:9]5[C:14](=[CH:15][CH:16]=[C:7]4[C:6]4[CH:37]=[CH:38][C:3]([OH:2])=[CH:4][C:5]=4[CH2:21][O:20]3)[CH:13]=[C:12]([OH:17])[CH:11]=[CH:10]5)=[CH:36][CH:35]=2)[CH2:34][CH2:33][CH2:32][CH2:31][CH2:30]1 |f:1.2,7.8,^1:41|. Procedure: Dissolve 1-{2-[4-(2,8-dimethoxy-11,13-dihydro-12-oxa-benzo[3,4]cyclohepta[1,2-a]naphthalen-11-yl)-phenoxy]-ethyl}-piperidine (195 mg, 0.383 mmol) in DMF. Add sodium ethanethiol (306 mg, 3.65 mmol) and reflux. Reflux the reaction for 48 hours. Add more sodium ethanethiol (230 mg) and reflux for an additional 10 hours. Pour reaction onto ice and partion between water and ethyl acetate. Bring aqueous layer to a pH of about 1-2 using 6M HCl. Extract the aqueous layer three times with ethyl acetate. ...